This data is from the Open Reaction Database (ORD), a public repository of structured organic reaction records. The task is: describe an organic reaction: reactants, conditions, products, and yield The reactants are NCCOC1=C2CC(NC2=CC=C1)=O (4-(2-amino-ethoxy)-1,3-dihydro-indol-2-one), CC=1C=C(CCl)C=CC1 (3-methylbenzyl chloride), intermediate 15. Yields the product CC=1C=C(CN(CCOC2=C3CC(NC3=CC=C2)=O)CC2=CC(=CC=C2)C)C=CC1 (4-{2-[Bis-(3-methyl-benzyl)-amino]-ethoxy}-1,3-dihydro-indol-2-one). Yield: 34.0%. As a reaction SMILES: [NH2:1][CH2:2][CH2:3][O:4][C:5]1[CH:13]=[CH:12][CH:11]=[C:10]2[C:6]=1[CH2:7][C:8](=[O:14])[NH:9]2.[CH3:15][C:16]1[CH:17]=[C:18]([CH:21]=[CH:22][CH:23]=1)[CH2:19]Cl>>[CH3:15][C:16]1[CH:17]=[C:18]([CH:21]=[CH:22][CH:23]=1)[CH2:19][N:1]([CH2:15][C:16]1[CH:23]=[CH:22][CH:21]=[C:18]([CH3:19])[CH:17]=1)[CH2:2][CH2:3][O:4][C:5]1[CH:13]=[CH:12][CH:11]=[C:10]2[C:6]=1[CH2:7][C:8](=[O:14])[NH:9]2. Procedure details: Utilizing 4-(2-amino-ethoxy)-1,3-dihydro-indol-2-one prepared in example 2 and reacting with 3-methylbenzyl chloride in the same manner as described for intermediate 15 above to afford the title compound as a crystalline solid in 34% yield, mp 162-164. Reactants: C(C)(=O)C=1N(C2=CC(=CC=C2C1C(=O)NCC1=CC(=C(C=C1)F)F)OC(C)C)CC1=NC=CC=C1 (2-acetyl-N-(3,4-difluorobenzyl)-6-isopropoxy-1-(pyridin-2-ylmethyl)-1H-indole-3-carboxamide), C(C)(=O)C=1N(C2=CC(=CC=C2C1C(=O)NCC1=CC(=C(C=C1)F)F)OC(C)C)CC1=NC=CC=C1 (2-acetyl-N-(3,4-difluorobenzyl)-6-isopropoxy-1-(pyridin-2-ylmethyl)-1H-indole-3-carboxamide), CON.Cl (MeONH2.HCl). Product: FC=1C=C(CNC(=O)C2=C(N(C3=CC(=CC=C23)OC(C)C)CC2=NC=CC=C2)/C(/C)=N/OC)C=CC1F ((E)-N-(3,4-Difluorobenzyl)-6-isopropoxy-2-(1-(methoxyimino)ethyl)-1-(pyridin-2-ylmethyl)-1H-indole-3-carboxamide). RXN SMILES: [C:1]([C:4]1[N:5]([CH2:29][C:30]2[CH:35]=[CH:34][CH:33]=[CH:32][N:31]=2)[C:6]2[C:11]([C:12]=1[C:13]([NH:15][CH2:16][C:17]1[CH:22]=[CH:21][C:20]([F:23])=[C:19]([F:24])[CH:18]=1)=[O:14])=[CH:10][CH:9]=[C:8]([O:25][CH:26]([CH3:28])[CH3:27])[CH:7]=2)(=O)[CH3:2].[CH3:36][O:37][NH2:38].Cl>>[F:24][C:19]1[CH:18]=[C:17]([CH:22]=[CH:21][C:20]=1[F:23])[CH2:16][NH:15][C:13]([C:12]1[C:11]2[C:6](=[CH:7][C:8]([O:25][CH:26]([CH3:27])[CH3:28])=[CH:9][CH:10]=2)[N:5]([CH2:29][C:30]2[CH:35]=[CH:34][CH:33]=[CH:32][N:31]=2)[C:4]=1/[C:1](=[N:38]/[O:37][CH3:36])/[CH3:2])=[O:14] |f:1.2|. Procedure: The title compound was prepared from 2-acetyl-N-(3,4-difluorobenzyl)-6-isopropoxy-1-(pyridin-2-ylmethyl)-1H-indole-3-carboxamide (Compound 109) and MeONH2.HCl by General Procedure Q. Starting materials: N#Cc1ccc(NCc2ccc(OCc3ccccc3)cc2)cc1, CCI. The product is CCN(Cc1ccc(OCc2ccccc2)cc1)c1ccc(C#N)cc1. Reaction SMILES: [CH2:1]([c:2]1[cH:3][cH:4][cH:5][cH:6][cH:7]1)[O:8][c:9]1[cH:10][cH:11][c:12]([CH2:13][NH:14][c:15]2[cH:16][cH:17][c:18]([C:19]#[N:20])[cH:21][cH:22]2)[cH:23][cH:24]1.[CH2:25]([CH3:26])[I:27]>>[CH2:1]([c:2]1[cH:3][cH:4][cH:5][cH:6][cH:7]1)[O:8][c:9]1[cH:10][cH:11][c:12]([CH2:13][N:14]([c:15]2[cH:16][cH:17][c:18]([C:19]#[N:20])[cH:21][cH:22]2)[CH2:25][CH3:26])[cH:23][cH:24]1. Starting materials: BrC(c1ccccc1)(c1ccccc1)c1ccccc1, O=C([O-])[O-], CC(C)=O, [K+], [K+], CCCCCCCCCCCCCCCCCCN(C=O)C1CC=CCC1CO. Yields the product CCCCCCCCCCCCCCCCCCN(C=O)C1CC=CCC1COC(c1ccccc1)(c1ccccc1)c1ccccc1. As a reaction SMILES: [C:30]([c:31]1[cH:32][cH:33][cH:34][cH:35][cH:36]1)([c:37]1[cH:38][cH:39][cH:40][cH:41][cH:42]1)([c:43]1[cH:44][cH:45][cH:46][cH:47][cH:48]1)[Br:49].[C:50](=[O:51])([O-:52])[O-:53].[CH3:56][C:57](=[O:58])[CH3:59].[K+:54].[K+:55].[OH:1][CH2:2][CH:3]1[CH2:4][CH:5]=[CH:6][CH2:7][CH:8]1[N:9]([CH:10]=[O:11])[CH2:12][CH2:13][CH2:14][CH2:15][CH2:16][CH2:17][CH2:18][CH2:19][CH2:20][CH2:21][CH2:22][CH2:23][CH2:24][CH2:25][CH2:26][CH2:27][CH2:28][CH3:29]>>[O:1]([CH2:2][CH:3]1[CH2:4][CH:5]=[CH:6][CH2:7][CH:8]1[N:9]([CH:10]=[O:11])[CH2:12][CH2:13][CH2:14][CH2:15][CH2:16][CH2:17][CH2:18][CH2:19][CH2:20][CH2:21][CH2:22][CH2:23][CH2:24][CH2:25][CH2:26][CH2:27][CH2:28][CH3:29])[C:30]([c:31]1[cH:32][cH:33][cH:34][cH:35][cH:36]1)([c:37]1[cH:38][cH:39][cH:40][cH:41][cH:42]1)[c:43]1[cH:44][cH:45][cH:46][cH:47][cH:48]1. Reactants: CCO, O=C1c2ccccc2C(=O)N1Cc1cnc2n1-c1ccc(Cl)cc1C(c1ccccc1Cl)=NC2, NN, O. The product is NCc1cnc2n1-c1ccc(Cl)cc1C(c1ccccc1Cl)=NC2. As a reaction SMILES: [CH3:38][CH2:39][OH:40].[Cl:1][c:2]1[cH:3][cH:4][c:5]2[c:6]([cH:34]1)[C:7]([c:27]1[c:28]([Cl:33])[cH:29][cH:30][cH:31][cH:32]1)=[N:8][CH2:9][c:10]1[n:11]-2[c:12]([CH2:15][N:16]2[C:17](=[O:18])[c:19]3[cH:20][cH:21][cH:22][cH:23][c:24]3[C:25]2=[O:26])[cH:13][n:14]1.[NH2:36][NH2:37].[OH2:35]>>[Cl:1][c:2]1[cH:3][cH:4][c:5]2[c:6]([cH:34]1)[C:7]([c:27]1[c:28]([Cl:33])[cH:29][cH:30][cH:31][cH:32]1)=[N:8][CH2:9][c:10]1[n:11]-2[c:12]([CH2:15][NH2:16])[cH:13][n:14]1. The reactants are N1=CC=C(C=C1)CNCCCN (N-(4-pyridylmethyl)trimethylenediamine), [N+](=O)([O-])C=C(SC)SC (1-nitro-2,2-bis(methylthio)ethylene). The solvent is CO (methanol). The product is N1=CC=C(C=C1)CN1C(NCCC1)=C[N+](=O)[O-] (1-(4-pyridylmethyl)-2-(nitromethylene)tetrahydropyrimidine). Yield: 68.4%. RXN SMILES: [N:1]1[CH:6]=[CH:5][C:4]([CH2:7][NH:8][CH2:9][CH2:10][CH2:11][NH2:12])=[CH:3][CH:2]=1.[N+:13]([CH:16]=[C:17](SC)SC)([O-:15])=[O:14]>CO>[N:1]1[CH:6]=[CH:5][C:4]([CH2:7][N:8]2[CH2:9][CH2:10][CH2:11][NH:12][C:17]2=[CH:16][N+:13]([O-:15])=[O:14])=[CH:3][CH:2]=1. Procedure details: A mixture of N-(4-pyridylmethyl)trimethylenediamine (16.5 g), 1-nitro-2,2-bis(methylthio)ethylene (16.5 g) and methanol (100 ml) was refluxed for 2 hours with stirring. The generated gas was collected by an alkali trap. The reaction mixture was cooled to room temperature, and the resulting crystals were filtered to give 1-(4-pyridylmethyl)-2-(nitromethylene)tetrahydropyrimidine (16 g) of the following formulas as pale yellow crystals. Concentrating the filtrate further gave 3 g of this compound....